This data is from the Open Reaction Database (ORD), a public repository of structured organic reaction records. The task is: describe an organic reaction: reactants, conditions, products, and yield Starting materials: FC(S(=O)(=O)OC=1C(=C2C=CC(=NC2=CC1Cl)C)C1=CC=C(C=C1)Cl)(F)F (7-chloro-5-(4-chlorophenyl)-2-methylquinolin-6-yl trifluoromethanesulfonate), ClC1=CC=C(C=C1)C=1C(=C(C=C2C=CC=NC12)C)O (8-(4-chlorophenyl)-6-methylquinolin-7-ol). Yields the product FC(S(=O)(=O)OC1=C(C=C2C=CC=NC2=C1C1=CC=C(C=C1)Cl)C)(F)F (8-(4-chlorophenyl)-6-methylquinolin-7-yl trifluoromethanesulfonate). As a reaction SMILES: [F:1][C:2]([F:27])([F:26])[S:3](OC1C(C2C=CC(Cl)=CC=2)=C2C(=CC=1Cl)N=C(C)C=C2)(=[O:5])=[O:4].[Cl:28][C:29]1[CH:34]=[CH:33][C:32]([C:35]2[C:36]([OH:46])=[C:37]([CH3:45])[CH:38]=[C:39]3[C:44]=2[N:43]=[CH:42][CH:41]=[CH:40]3)=[CH:31][CH:30]=1>>[F:1][C:2]([F:27])([F:26])[S:3]([O:46][C:36]1[C:35]([C:32]2[CH:31]=[CH:30][C:29]([Cl:28])=[CH:34][CH:33]=2)=[C:44]2[C:39]([CH:40]=[CH:41][CH:42]=[N:43]2)=[CH:38][C:37]=1[CH3:45])(=[O:5])=[O:4]. Reported procedure: Compound 4D was prepared following the procedure used to prepare compound 1F of example 1, except that 8-(4-chloro-phenyl)-6-methylquinolin-7-ol (4C) was used instead of compound 1E. LCMS-ESI+ (m/z): 402.0, 403.9 (M+H)+. The reactants are CC(C)(C)OC(=O)Nc1ccccc1NC(=O)c1ccc(B2OC(C)(C)C(C)(C)O2)cc1, O=C([O-])O, COCCOC, CC(C)N1CCN(Cc2cnc(Cl)c(C#N)c2)CC1, [Na+]. Product: CC(C)N1CCN(Cc2cnc(-c3ccc(C(=O)Nc4ccccc4NC(=O)OC(C)(C)C)cc3)c(C#N)c2)CC1. RXN SMILES: [C:1]([CH3:2])([CH3:3])([CH3:4])[O:5][C:6](=[O:7])[NH:8][c:9]1[c:10]([NH:15][C:16]([c:17]2[cH:18][cH:19][c:20]([B:23]3[O:24][C:25]([CH3:26])([CH3:27])[C:28]([CH3:29])([CH3:30])[O:31]3)[cH:21][cH:22]2)=[O:32])[cH:11][cH:12][cH:13][cH:14]1.[C:52](=[O:53])([O-:54])[OH:55].[CH3:57][O:58][CH2:59][CH2:60][O:61][CH3:62].[Cl:33][c:34]1[c:35]([C:36]#[N:37])[cH:38][c:39]([CH2:42][N:43]2[CH2:44][CH2:45][N:46]([CH:49]([CH3:50])[CH3:51])[CH2:47][CH2:48]2)[cH:40][n:41]1.[Na+:56]>>[C:1]([CH3:2])([CH3:3])([CH3:4])[O:5][C:6](=[O:7])[NH:8][c:9]1[c:10]([NH:15][C:16]([c:17]2[cH:18][cH:19][c:20](-[c:34]3[c:35]([C:36]#[N:37])[cH:38][c:39]([CH2:42][N:43]4[CH2:44][CH2:45][N:46]([CH:49]([CH3:50])[CH3:51])[CH2:47][CH2:48]4)[cH:40][n:41]3)[cH:21][cH:22]2)=[O:32])[cH:11][cH:12][cH:13][cH:14]1. Reactants: O=C(Cl)c1cccnc1Cl, O=C(Nc1cccc(F)c1)c1ccc[nH]1, [Na+], [OH-], Cl[Sn](Cl)(Cl)Cl, c1ccccc1. The product is O=C(Nc1cccc(F)c1)c1ccc(C(=O)c2cccnc2Cl)[nH]1. Reaction SMILES: [Cl:16][c:17]1[c:18]([C:19](=[O:20])[Cl:21])[cH:22][cH:23][cH:24][n:25]1.[F:1][c:2]1[cH:3][c:4]([NH:8][C:9](=[O:10])[c:11]2[nH:12][cH:13][cH:14][cH:15]2)[cH:5][cH:6][cH:7]1.[Na+:32].[OH-:31].[Sn:26]([Cl:27])([Cl:28])([Cl:29])[Cl:30].[cH:33]1[cH:34][cH:35][cH:36][cH:37][cH:38]1>>[F:1][c:2]1[cH:3][c:4]([NH:8][C:9](=[O:10])[c:11]2[nH:12][c:13]([C:19]([c:18]3[c:17]([Cl:16])[n:25][cH:24][cH:23][cH:22]3)=[O:20])[cH:14][cH:15]2)[cH:5][cH:6][cH:7]1. The product is CCOC(=O)CCS(=O)(=O)Cc1ccc(N)cc1. The reactants are CCOC(C)=O, CCO, CCOC(=O)CCS(=O)(=O)Cc1ccc([N+](=O)[O-])cc1, [Pd]. Reaction SMILES: [CH3:21][CH2:22][O:23][C:24]([CH3:25])=[O:26].[CH3:27][CH2:28][OH:29].[N+:1]([O-:2])(=[O:3])[c:4]1[cH:5][cH:6][c:7]([CH2:8][S:9](=[O:10])(=[O:11])[CH2:12][CH2:13][C:14](=[O:15])[O:16][CH2:17][CH3:18])[cH:19][cH:20]1.[Pd:30]>>[NH2:1][c:4]1[cH:5][cH:6][c:7]([CH2:8][S:9](=[O:10])(=[O:11])[CH2:12][CH2:13][C:14](=[O:15])[O:16][CH2:17][CH3:18])[cH:19][cH:20]1. Reactants: NC1=C(C=CC=C1)C1=C(C=NN1)[N+](=O)[O-] (5-(o-aminophenyl)-4-nitropyrazole), C(C)(=O)OC(C)=O (acetic anhydride). Solvent: O (water). The product is [N+](=O)([O-])C=1C=NN2C(=NC=3C=CC=CC3C21)C (1-nitro-5-methylpyrazolo[1,5-c]quinazoline). The yield is 50.0%. As a reaction SMILES: [NH2:1][C:2]1[CH:7]=[CH:6][CH:5]=[CH:4][C:3]=1[C:8]1[NH:12][N:11]=[CH:10][C:9]=1[N+:13]([O-:15])=[O:14].[C:16](OC(=O)C)(=O)[CH3:17]>O>[N+:13]([C:9]1[CH:10]=[N:11][N:12]2[C:8]=1[C:3]1[CH:4]=[CH:5][CH:6]=[CH:7][C:2]=1[N:1]=[C:16]2[CH3:17])([O-:15])=[O:14]. Procedure details: 20.4 g (0.1 mole) of 5-(o-aminophenyl)-4-nitropyrazole are heated with 100 ml of acetic anhydride for 2 hours under reflux. The solution obtained is poured into water, the precipitate that solidifies is filtered off, washed with water, dried, then boiled in a ten times' quantity of xylene for 5 hours. Thus, 11.4 g (50%) of 1-nitro-5-methylpyrazolo[1,5-c]quinazoline are obtained. M.p.: 178°-179° C. The reactants are CC(=O)Oc1cc2cc(C(=O)O)c(=O)oc2cc1OC(C)=O, CCCCCC, CN(C)C=O, O=S(Cl)Cl, c1ccccc1. Product: CC(=O)Oc1cc2cc(C(=O)Cl)c(=O)oc2cc1OC(C)=O. As a reaction SMILES: [C:1]([CH3:2])(=[O:3])[O:4][c:5]1[c:6]([O:19][C:20]([CH3:21])=[O:22])[cH:7][c:8]2[c:9]([cH:10][c:11]([C:15](=[O:16])[OH:17])[c:12](=[O:14])[o:13]2)[cH:18]1.[CH3:38][CH2:39][CH2:40][CH2:41][CH2:42][CH3:43].[O:27]=[CH:28][N:29]([CH3:30])[CH3:31].[S:23]([Cl:24])([Cl:25])=[O:26].[cH:32]1[cH:33][cH:34][cH:35][cH:36][cH:37]1>>[C:1]([CH3:2])(=[O:3])[O:4][c:5]1[c:6]([O:19][C:20]([CH3:21])=[O:22])[cH:7][c:8]2[c:9]([cH:10][c:11]([C:15](=[O:16])[Cl:25])[c:12](=[O:14])[o:13]2)[cH:18]1. Starting materials: FC(C(=O)OC(C(F)(F)F)=O)(F)F (trifluoroacetic anhydride), ClC1=C(C(=O)N)C(=CC=C1Cl)C(F)(F)F (2,3-dichloro-6-trifluoromethylbenzamide), N1=CC=CC=C1 (pyridine), resultant solution, ice water. Run in O1CCOCC1 (dioxane). Reaction conditions: temperature 8.5 celsius, time 2 hour. The product is ClC1=C(C#N)C(=CC=C1Cl)C(F)(F)F (2,3-dichloro-6-trifluoromethylbenzonitrile). Yield: 94.1%. As a reaction SMILES: [Cl:1][C:2]1[C:10]([Cl:11])=[CH:9][CH:8]=[C:7]([C:12]([F:15])([F:14])[F:13])[C:3]=1[C:4]([NH2:6])=O.N1C=CC=CC=1.FC(F)(F)C(OC(=O)C(F)(F)F)=O>O1CCOCC1>[Cl:1][C:2]1[C:10]([Cl:11])=[CH:9][CH:8]=[C:7]([C:12]([F:15])([F:13])[F:14])[C:3]=1[C:4]#[N:6]. Procedure details: 409 g of 2,3-dichloro-6-trifluoromethylbenzamide was dissolved in 2 liters of dioxane, and 263 g of pyridine was further added to the resultant solution. To this solution, 349 g of trifluoroacetic anhydride was added dropwise over 30 minutes while maintaining the temperature from 7 to 10° C. After stirring the solution for 2 hours at 25° C., the reaction mixture was poured into ice water. The precipitated crystals generated were then collected by filtration and were dissolved in ethyl acetate. T...